This data is from the Open Reaction Database (ORD), a public repository of structured organic reaction records. The task is: describe an organic reaction: reactants, conditions, products, and yield The reactants are O=C(O)c1cc(NS(=O)(=O)c2ccc(Cl)cc2)ccc1Oc1cncc(Cl)c1, ClCCl, N, O=S(Cl)Cl, c1ccncc1. Product: NC(=O)c1cc(NS(=O)(=O)c2ccc(Cl)cc2)ccc1Oc1cncc(Cl)c1. Reaction SMILES: [Cl:1][c:2]1[cH:3][cH:4][c:5]([S:8](=[O:9])(=[O:10])[NH:11][c:12]2[cH:13][cH:14][c:15]([O:21][c:22]3[cH:23][c:24]([Cl:28])[cH:25][n:26][cH:27]3)[c:16]([C:17](=[O:18])[OH:19])[cH:20]2)[cH:6][cH:7]1.[Cl:34][CH2:35][Cl:36].[NH3:33].[S:29]([Cl:30])([Cl:31])=[O:32].[cH:37]1[cH:38][cH:39][n:40][cH:41][cH:42]1>>[Cl:1][c:2]1[cH:3][cH:4][c:5]([S:8](=[O:9])(=[O:10])[NH:11][c:12]2[cH:13][cH:14][c:15]([O:21][c:22]3[cH:23][c:24]([Cl:28])[cH:25][n:26][cH:27]3)[c:16]([C:17](=[O:18])[NH2:33])[cH:20]2)[cH:6][cH:7]1. Starting materials: Br.BrC1CCNCC1 (4-bromopiperidine hydrobromide), C(C)(=O)O (acetic acid), C(C)(=O)O[BH-](OC(C)=O)OC(C)=O.[Na+] (sodium triacetoxyborohydride), C([O-])([O-])=O.[Na+].[Na+] (sodium carbonate), ClC1=C2CNC(C2=C(C=C1)C=1N(C2=CC=C(C=C2C1)C=O)C(=O)OC(C)(C)C)=O (4-chloro-7-[1-(tert-butoxycarbonyl)-5-formylindol-2-yl]isoindolinone). The solvent is O (water), C(C)#N (acetonitrile). Product: ClC1=C2CNC(C2=C(C=C1)C=1N(C2=CC=C(C=C2C1)CN1CCC(CC1)Br)C(=O)OC(C)(C)C)=O (4-chloro-7-[1-(tert-butoxycarbonyl)-5-(4-bromopiperidinomethyl)indol-2-yl]isoindolinone). The yield is 133.0%. As a reaction SMILES: [Cl:1][C:2]1[CH:10]=[CH:9][C:8]([C:11]2[N:12]([C:22]([O:24][C:25]([CH3:28])([CH3:27])[CH3:26])=[O:23])[C:13]3[C:18]([CH:19]=2)=[CH:17][C:16]([CH:20]=O)=[CH:15][CH:14]=3)=[C:7]2[C:3]=1[CH2:4][NH:5][C:6]2=[O:29].Br.[Br:31][CH:32]1[CH2:37][CH2:36][NH:35][CH2:34][CH2:33]1.C(O)(=O)C.C(O[BH-](OC(=O)C)OC(=O)C)(=O)C.[Na+].C(=O)([O-])[O-].[Na+].[Na+]>C(#N)C.O>[Cl:1][C:2]1[CH:10]=[CH:9][C:8]([C:11]2[N:12]([C:22]([O:24][C:25]([CH3:28])([CH3:26])[CH3:27])=[O:23])[C:13]3[C:18]([CH:19]=2)=[CH:17][C:16]([CH2:20][N:35]2[CH2:36][CH2:37][CH:32]([Br:31])[CH2:33][CH2:34]2)=[CH:15][CH:14]=3)=[C:7]2[C:3]=1[CH2:4][NH:5][C:6]2=[O:29] |f:1.2,4.5,6.7.8|. Procedure details: In a similar manner to Step 2 of Example 6, 4-chloro-7-[1-(tert-butoxycarbonyl)-5-formylindol-2-yl]isoindolinone (42.7 mg, 0.104 mmol) was dissolved in acetonitrile (2 mL), and the solution was treated with 4-bromopiperidine hydrobromide (105 mg, 0.428 mmol), acetic acid (0.120 mL, 2.10 mmol) and sodium triacetoxyborohydride (51.1 mg, 0.241 mmol). The reaction mixture was added with water and sodium carbonate to adjust the pH to 9. The mixture was extracted with ethyl acetate. The organic layer ...